This data is from the Open Reaction Database (ORD), a public repository of structured organic reaction records. The task is: describe an organic reaction: reactants, conditions, products, and yield Starting materials: solid, BrC=1C=CC=2N(C1)C(=CN2)C2=CC=C(C=C2)F (6-bromo-3-(4-fluorophenyl)-imidazo[1,2-a]pyridine), BrC=1C=CC=2N(C1)C(=CN2)C2=CC=C(C=C2)F (6-bromo-3-(4-fluorophenyl)-imidazo[1,2-a]pyridine), CC1(OB(OC1(C)C)C1=CC=NN1C1=CC=C(C=C1)C)C (5-(4,4,5,5-tetramethyl-[1,3,2]dioxaborolan-2-yl)-1-p-tolyl-1H-pyrazole), CC1(OB(OC1(C)C)C1=CC=NN1C1=CC=C(C=C1)C)C (5-(4,4,5,5-tetramethyl-[1,3,2]dioxaborolan-2-yl)-1-p-tolyl-1H-pyrazole). Yields the product FC1=CC=C(C=C1)C1=CN=C2N1C=C(C=C2)C=2N(N=CC2)C2=CC=C(C=C2)C (3-(4-Fluoro-phenyl)-6-(2-p-tolyl-2H-pyrazol-3-yl)-imidazo[1,2-a]pyridine). Reaction SMILES: Br[C:2]1[CH:3]=[CH:4][C:5]2[N:6]([C:8]([C:11]3[CH:16]=[CH:15][C:14]([F:17])=[CH:13][CH:12]=3)=[CH:9][N:10]=2)[CH:7]=1.CC1(C)C(C)(C)OB([C:26]2[N:30]([C:31]3[CH:36]=[CH:35][C:34]([CH3:37])=[CH:33][CH:32]=3)[N:29]=[CH:28][CH:27]=2)O1>>[F:17][C:14]1[CH:15]=[CH:16][C:11]([C:8]2[N:6]3[CH:7]=[C:2]([C:26]4[N:30]([C:31]5[CH:36]=[CH:35][C:34]([CH3:37])=[CH:33][CH:32]=5)[N:29]=[CH:28][CH:27]=4)[CH:3]=[CH:4][C:5]3=[N:10][CH:9]=2)=[CH:12][CH:13]=1. Procedure: The title compound, white solid (14 mg, 11%), MS (ISP) m/z=369.5 [(M+H)+], mp 141° C., was prepared in accordance with the general method of example 1 from 6-bromo-3-(4-fluoro-phenyl)-imidazo[1,2-a]pyridine (intermediate E) (0.1 mg, 0.34 mmol) and 5-(4,4,5,5-tetramethyl-[1,3,2]dioxaborolan-2-yl)-1-p-tolyl-1H-pyrazole (intermediate C) (0.083 g, 0.41 mmol). Reactants: Cc1[nH]c2ccccc2c1CCN1CCCC1c1ccc(Br)cc1, C=CC(=O)OC, CCOC(C)=O, C1COCCO1, O=C(C=Cc1ccccc1)C=Cc1ccccc1, O=C(C=Cc1ccccc1)C=Cc1ccccc1, O=C(C=Cc1ccccc1)C=Cc1ccccc1, [Pd], [Pd]. The product is COC(=O)C=Cc1ccc(C2CCCN2CCc2c(C)[nH]c3ccccc23)cc1. Reaction SMILES: [Br:1][c:2]1[cH:3][cH:4][c:5]([CH:8]2[N:9]([CH2:13][CH2:14][c:15]3[c:16]([CH3:24])[nH:17][c:18]4[cH:19][cH:20][cH:21][cH:22][c:23]34)[CH2:10][CH2:11][CH2:12]2)[cH:6][cH:7]1.[C:25]([CH:26]=[CH2:27])(=[O:28])[O:29][CH3:30].[CH3:37][CH2:38][O:39][C:40](=[O:41])[CH3:42].[O:31]1[CH2:32][CH2:33][O:34][CH2:35][CH2:36]1.[O:45]=[C:46]([CH:47]=[CH:48][c:49]1[cH:50][cH:51][cH:52][cH:53][cH:54]1)[CH:55]=[CH:56][c:57]1[cH:58][cH:59][cH:60][cH:61][cH:62]1.[O:63]=[C:64]([CH:65]=[CH:66][c:67]1[cH:68][cH:69][cH:70][cH:71][cH:72]1)[CH:73]=[CH:74][c:75]1[cH:76][cH:77][cH:78][cH:79][cH:80]1.[O:81]=[C:82]([CH:83]=[CH:84][c:85]1[cH:86][cH:87][cH:88][cH:89][cH:90]1)[CH:91]=[CH:92][c:93]1[cH:94][cH:95][cH:96][cH:97][cH:98]1.[Pd:43].[Pd:44]>>[c:2]1([CH:27]=[CH:26][C:25](=[O:28])[O:29][CH3:30])[cH:3][cH:4][c:5]([CH:8]2[N:9]([CH2:13][CH2:14][c:15]3[c:16]([CH3:24])[nH:17][c:18]4[cH:19][cH:20][cH:21][cH:22][c:23]34)[CH2:10][CH2:11][CH2:12]2)[cH:6][cH:7]1. Reactants: O=C(N=C=S)c1ccccc1, ClC(Cl)Cl, NCCCNc1ccccn1. Product: O=C(NC(=S)NCCCNc1ccccn1)c1ccccc1. RXN SMILES: [C:12]([c:13]1[cH:14][cH:15][cH:16][cH:17][cH:18]1)(=[O:19])[N:20]=[C:21]=[S:22].[CH:23]([Cl:24])([Cl:25])[Cl:26].[NH2:1][CH2:2][CH2:3][CH2:4][NH:5][c:6]1[n:7][cH:8][cH:9][cH:10][cH:11]1>>[NH:1]([CH2:2][CH2:3][CH2:4][NH:5][c:6]1[n:7][cH:8][cH:9][cH:10][cH:11]1)[C:21]([NH:20][C:12]([c:13]1[cH:14][cH:15][cH:16][cH:17][cH:18]1)=[O:19])=[S:22]. The reactants are Cl.CC1=NNC(=C1N)C (3,5-dimethyl-4-aminopyrazole hydrochloride), [S-]C#N.[NH4+] (ammonium thiocyanate). The solvent is O (water). Product: CC1=NNC(=C1NC(=S)N)C (3,5-dimethyl-4-thioureidopyrazole). Isolated yield 77.6%. RXN SMILES: Cl.[CH3:2][C:3]1[C:7]([NH2:8])=[C:6]([CH3:9])[NH:5][N:4]=1.[S-:10][C:11]#[N:12].[NH4+]>O>[CH3:2][C:3]1[C:7]([NH:8][C:11]([NH2:12])=[S:10])=[C:6]([CH3:9])[NH:5][N:4]=1 |f:0.1,2.3|. Procedure: 19.0 grams (g) of 3,5-dimethyl-4-aminopyrazole hydrochloride and 19.7 g of ammonium thiocyanate are dissolved in 100 milliliters (ml) of water, and the resulting solution is heated at boiling under reflux for 6 hours. Then the solution is concentrated to about 50 ml and cooled. Thus-formed precipitate is separated by filtration, washed with a little water and dried to yield 17.0 g of 3,5-dimethyl-4-thioureidopyrazole, mp 209° to 211°. The reactants are N1C=NC=C1 (imidazole), CN[C@H]1[C@@H](CCCC1)NC ((±)-trans-N,N′-dimethylcyclohexane-1,2-diamine), P(=O)([O-])([O-])[O-].[K+].[K+].[K+] (potassium phosphate), BrC1=CC=C(C=N1)CN1N=C2C(C=3C=CC=CC13)=NN(C2=O)C2=C(C=CC=C2)C (5-[(6-Bromopyridin-3-yl)methyl]-2-(2-methylphenyl)-2,5-dihydro-3H-pyrazolo[4,3-c]cinnolin-3-one). Reagents/catalysts: [Cu]I (copper (I) iodide). Solvent: O (water), CS(=O)C (dimethyl sulfoxide). Reaction conditions: time 2 hour. The product is N1(C=NC=C1)C1=CC=C(C=N1)CN1N=C2C(C=3C=CC=CC13)=NN(C2=O)C2=C(C=CC=C2)C (5-{[6-(1H-Imidazol-1-yl)pyridine-3-yl]methyl}-2-(2-methylphenyl)-2,5-dihydro-3H-pyrazolo[4,3-c]cinnolin-3-one). RXN SMILES: Br[C:2]1[N:7]=[CH:6][C:5]([CH2:8][N:9]2[C:18]3[CH:17]=[CH:16][CH:15]=[CH:14][C:13]=3[C:12]3=[N:19][N:20]([C:23]4[CH:28]=[CH:27][CH:26]=[CH:25][C:24]=4[CH3:29])[C:21](=[O:22])[C:11]3=[N:10]2)=[CH:4][CH:3]=1.[NH:30]1[CH:34]=[CH:33][N:32]=[CH:31]1.CN[C@@H]1CCCC[C@H]1NC.P([O-])([O-])([O-])=O.[K+].[K+].[K+]>CS(C)=O.[Cu]I.O>[N:30]1([C:2]2[N:7]=[CH:6][C:5]([CH2:8][N:9]3[C:18]4[CH:17]=[CH:16][CH:15]=[CH:14][C:13]=4[C:12]4=[N:19][N:20]([C:23]5[CH:28]=[CH:27][CH:26]=[CH:25][C:24]=5[CH3:29])[C:21](=[O:22])[C:11]4=[N:10]3)=[CH:4][CH:3]=2)[CH:34]=[CH:33][N:32]=[CH:31]1 |f:3.4.5.6|. Procedure details: 5-[(6-Bromopyridin-3-yl)methyl]-2-(2-methylphenyl)-2,5-dihydro-3H-pyrazolo[4,3-c]cinnolin-3-one [(Example 22) 80 mg, 0.18 mmol] was dissolved in dimethyl sulfoxide (1 mL) and treated with imidazole (49 mg, 0.72 mmol, 4 equiv), copper (I) iodide (14 mg, 0.072 mmol, 0.4 equiv), and (±)-trans-N,N′-dimethylcyclohexane-1,2-diamine (20 mg, 0.14 mmol, 0.8 equiv). An aqueous solution (0.2 mL) of tribasic potassium phosphate (0.11 g, 0.54 mmol, 3 equiv) was added and the mixture was placed into a preheat... The reactants are CC(=O)O, C1CCOC1, COc1ccc(C(=O)NCc2cccc(C(=O)Nc3ccc4c(c3)CNCC4)c2)cc1OC, O=Cc1ccccc1, Cl. The product is COc1ccc(C(=O)NCc2cccc(C(=O)Nc3ccc4c(c3)CN(Cc3ccccc3)CC4)c2)cc1OC. Reaction SMILES: [C:35]([OH:36])(=[O:37])[CH3:38].[CH2:47]1[O:48][CH2:49][CH2:50][CH2:51]1.[CH3:2][O:3][c:4]1[cH:5][c:6]([C:7](=[O:8])[NH:9][CH2:10][c:11]2[cH:12][c:13]([C:17]([NH:18][c:19]3[cH:20][cH:21][c:22]4[c:27]([cH:28]3)[CH2:26][NH:25][CH2:24][CH2:23]4)=[O:29])[cH:14][cH:15][cH:16]2)[cH:30][cH:31][c:32]1[O:33][CH3:34].[CH:39](=[O:40])[c:41]1[cH:42][cH:43][cH:44][cH:45][cH:46]1.[ClH:1]>>[CH3:2][O:3][c:4]1[cH:5][c:6]([C:7](=[O:8])[NH:9][CH2:10][c:11]2[cH:12][c:13]([C:17]([NH:18][c:19]3[cH:20][cH:21][c:22]4[c:27]([cH:28]3)[CH2:26][N:25]([CH2:39][c:41]3[cH:42][cH:43][cH:44][cH:45][cH:46]3)[CH2:24][CH2:23]4)=[O:29])[cH:14][cH:15][cH:16]2)[cH:30][cH:31][c:32]1[O:33][CH3:34]. Reactants: O (Water), N1=CC(=CC=C1)NC(OCC(Cl)(Cl)Cl)=O (2,2,2-trichloroethyl pyridin-3-ylcarbamate), CC1=C(N=C(S1)N1CCNCC1)C1=CC=CC=C1 (1-(5-methyl-4-phenyl-1,3-thiazol-2-yl)piperazine), C(C)(C)N(CC)C(C)C (diisopropylethylamine). Run in CS(=O)C (dimethylsulfoxide). Reaction conditions: temperature 70 celsius, time 5 hour. The product is CC1=C(N=C(S1)N1CCN(CC1)C(=O)NC=1C=NC=CC1)C1=CC=CC=C1 (4-(5-Methyl-4-phenyl-1,3-thiazol-2-yl)-N-pyridin-3-ylpiperazine-1-carboxamide). The yield is 23.4%. RXN SMILES: [N:1]1[CH:6]=[CH:5][CH:4]=[C:3]([NH:7][C:8](=[O:15])OCC(Cl)(Cl)Cl)[CH:2]=1.[CH3:16][C:17]1[S:21][C:20]([N:22]2[CH2:27][CH2:26][NH:25][CH2:24][CH2:23]2)=[N:19][C:18]=1[C:28]1[CH:33]=[CH:32][CH:31]=[CH:30][CH:29]=1.C(N(C(C)C)CC)(C)C.O>CS(C)=O>[CH3:16][C:17]1[S:21][C:20]([N:22]2[CH2:27][CH2:26][N:25]([C:8]([NH:7][C:3]3[CH:2]=[N:1][CH:6]=[CH:5][CH:4]=3)=[O:15])[CH2:24][CH2:23]2)=[N:19][C:18]=1[C:28]1[CH:29]=[CH:30][CH:31]=[CH:32][CH:33]=1. Procedure details: A mixture of 2,2,2-trichloroethyl pyridin-3-ylcarbamate (229 mg, 0.848 mmol), 1-(5-methyl-4-phenyl-1,3-thiazol-2-yl)piperazine (200 mg, 0.771 mmol) and diisopropylethylamine (0.148 ml, 0.848 mmol) in dimethylsulfoxide (2.6 ml) was stirred at 70° C. for 5 hours. Water was poured into the reaction solution, and the mixture was extracted with ethyl acetate. The extract was washed with water and dried over anhydrous magnesium sulfate, and the solvent was distilled off under reduced pressure. The res... Reactants: 13.2, ClC=1C=C(C=CC1)NC(C(=O)O)C1=C(C=CC=C1Cl)Cl (N-(m-chlorophenyl)-2-(2,6-dichlorophenyl)glycine), CN(P(=O)(N(C)C)N(C)C)C (hexamethylphosphoramide), [H-].[Na+] (sodium hydride), C(C)I (ethyl iodide). Solvent: C1=CC=CC=C1 (benzene). Conditions: time 30 minute. Yields the product C(C)N(C(C(=O)O)C1=C(C=CC=C1Cl)Cl)C1=CC(=CC=C1)Cl (ethyl N-(m-chlorophenyl)-2-(2,6-dichlorophenyl)glycine). Reaction SMILES: [Cl:1][C:2]1[CH:3]=[C:4]([NH:8][CH:9]([C:13]2[C:18]([Cl:19])=[CH:17][CH:16]=[CH:15][C:14]=2[Cl:20])[C:10]([OH:12])=[O:11])[CH:5]=[CH:6][CH:7]=1.CN(C)P(N(C)C)(N(C)C)=O.[H-].[Na+].[CH2:34](I)[CH3:35]>C1C=CC=CC=1>[CH2:34]([N:8]([C:4]1[CH:5]=[CH:6][CH:7]=[C:2]([Cl:1])[CH:3]=1)[CH:9]([C:13]1[C:18]([Cl:19])=[CH:17][CH:16]=[CH:15][C:14]=1[Cl:20])[C:10]([OH:12])=[O:11])[CH3:35] |f:2.3|. Procedure details: To a stirred solution of 13.2 parts of N-(m-chlorophenyl)-2-(2,6-dichlorophenyl)glycine in 80 parts of hexamethylphosphoramide are added portionwise 2.1 parts of sodium hydride 50% and the whole is stirred for 30 minutes. Then there are added dropwise 6.9 parts of ethyl iodide and stirring is continued for 20 hours at room temperature. The reaction mixture is poured onto 320 parts of benzene. The organic layer is washed successively twice with 50 parts of water, twice with 50 parts of a sodium h... The reactants are FC(C(=O)O)(F)F.ClC=1C(=C2C(=NC1)NC(=N2)C2=CC=C(C=C2)CN2CCOCC2)N[C@H]2[C@H]([C@@H]1C=C[C@H]2C1)C(=O)N ((1S,2S,3R,4R)-3-[6-Chloro-2-(4-morpholin-4-ylmethyl-phenyl)-3H-imidazo[4,5-b]pyridine-7-ylamino]-bicyclo[2.2.1]hept-5-ene-2-carboxylic acid amide-trifluoroacetate salt), NC1=NC=C(C(=C1N)N[C@H]1[C@H]([C@@H]2C=C[C@H]1C2)C(=O)N)Cl ((1S,2S,3R,4R)-3-(2,3-Diamino-5-chloro-pyridin-4-ylamino)-bicyclo[2.2.1]hept-5-ene-2-carboxylic acid amide), 3-morpholin-j4-yl-benzaldehyde. Product: ClC=1C(=C2C(=NC1)NC(=N2)C2=CC(=CC=C2)N2CCOCC2)N[C@H]2[C@H]([C@@H]1C=C[C@H]2C1)C(=O)N ((1S,2S,3R,4R)-3-[6-Chloro-2-(3-morpholin-4-yl-phenyl)-3H-imidazo[4,5-b]pyridine-7-ylamino]-bicyclo[2.2.1]hept-5-ene-2-carboxylic acid amide). The yield is 69.0%. RXN SMILES: FC(F)(F)C(O)=O.ClC1C(N[C@@H]2[C@@H]3C[C@@H](C=C3)[C@@H]2C(N)=O)=C2N=[C:16]([C:18]3[CH:23]=C[C:21]([CH2:24][N:25]4[CH2:30][CH2:29][O:28][CH2:27][CH2:26]4)=[CH:20][CH:19]=3)NC2=NC=1.[NH2:42][C:43]1[C:48]([NH2:49])=[C:47]([NH:50][C@@H:51]2[C@@H:56]3[CH2:57][C@@H:53]([CH:54]=[CH:55]3)[C@@H:52]2[C:58]([NH2:60])=[O:59])[C:46]([Cl:61])=[CH:45][N:44]=1>>[Cl:61][C:46]1[C:47]([NH:50][C@@H:51]2[C@@H:56]3[CH2:57][C@@H:53]([CH:54]=[CH:55]3)[C@@H:52]2[C:58]([NH2:60])=[O:59])=[C:48]2[N:49]=[C:23]([C:18]3[CH:19]=[CH:20][CH:21]=[C:24]([N:25]4[CH2:26][CH2:27][O:28][CH2:29][CH2:30]4)[CH:16]=3)[NH:42][C:43]2=[N:44][CH:45]=1 |f:0.1|. Reported procedure: In the same fashion as for Compound III, (1S,2S,3R,4R)-3-(2,3-Diamino-5-chloro-pyridin-4-ylamino)-bicyclo[2.2.1]hept-5-ene-2-carboxylic acid amide and 3-morpholin-j4-yl-benzaldehyde were reacted to produce the title compound (69%). 1H NMR (d-chloroform): 15.96 (br s, 1H) 8.37 (d, J=9 Hz, 1H), 7.83 (s, 1H), 7.71 (s, 1H), 7.59 (d, J=8 Hz, 1H), 7.40 (t, J=8 Hz, 1H), 7.06 (dd, J=2.8 Hz, 1H), 6.48 (m, 1H), 6.42 (m, 1H), 6.07 (br s, 1H), 5.86 (br s, 1H), 5.37 (t, J=8 Hz, 1H), 3.94 (m, 4H), 3.33 (m, 4H... Reactants: C(C(C)[*:2])[*:1] (polypropylene), C(C(C)[*:2])[*:1] (polypropylene), [Ni] (nickel), OC1=C(C=CC=C1)C=1SC=2N=C(SC2N1)C1=C(C=CC=C1)O (2,5-bis(o-hydroxyphenyl)thiazolo[5,4-d]thiazole). The product is [Ni].OC1=C(C=CC=C1)C=1SC=2N=C(SC2N1)C1=C(C=CC=C1)O (nickel 2,5-bis(o-hydroxyphenyl)thiazolo[5,4-d]thiazole). RXN SMILES: [Ni:1].[OH:2][C:3]1[CH:8]=[CH:7][CH:6]=[CH:5][C:4]=1[C:9]1[S:10][C:11]2[N:12]=[C:13]([C:17]3[CH:22]=[CH:21][CH:20]=[CH:19][C:18]=3[OH:23])[S:14][C:15]=2[N:16]=1>>[Ni:1].[OH:2][C:3]1[CH:8]=[CH:7][CH:6]=[CH:5][C:4]=1[C:9]1[S:10][C:11]2[N:12]=[C:13]([C:17]3[CH:22]=[CH:21][CH:20]=[CH:19][C:18]=3[OH:23])[S:14][C:15]=2[N:16]=1 |f:2.3|. Procedure details: Dressler and coworkers dyed polypropylene yellow by treating polypropylene containing nickel with 2,5-bis(o-hydroxyphenyl)thiazolo[5,4-d]thiazole. The yellow color resulted from the formation of a nickel/2,5-bis(o-hydroxyphenyl)thiazolo[5,4-d]thiazole coordination compound (see Dressler, H. et al. U.S. Pat. No. 3,326,627).